Dataset: the Open Reaction Database (ORD), a public repository of structured organic reaction records. Task: describe an organic reaction: reactants, conditions, products, and yield As a reaction SMILES: [C:30]([CH3:31])([CH3:32])([CH3:33])[O:34][C:35]([NH:36][CH2:37][CH:38]=[O:39])=[O:40].[CH2:41]1[O:42][CH2:43][CH2:44][CH2:45]1.[CH3:47][CH2:48][O:49][C:50]([CH3:51])=[O:52].[Cl-:1].[OH2:46].[c:2]1([P+:3]([c:4]2[cH:5][cH:6][cH:7][cH:8][cH:18]2)([CH2:9][c:10]2[cH:11][n:12][c:13]([O:16][CH3:17])[cH:14][cH:15]2)[c:19]2[cH:20][cH:21][cH:22][cH:23][cH:24]2)[cH:25][cH:26][cH:27][cH:28][cH:29]1>>[CH:9]([c:10]1[cH:11][n:12][c:13]([O:16][CH3:17])[cH:14][cH:15]1)=[CH:38][CH2:37][NH:36][C:35]([O:34][C:30]([CH3:31])([CH3:32])[CH3:33])=[O:40]. Reactants: CC(C)(C)OC(=O)NCC=O, C1CCOC1, CCOC(C)=O, [Cl-], O, COc1ccc(C[P+](c2ccccc2)(c2ccccc2)c2ccccc2)cn1. The product is COc1ccc(C=CCNC(=O)OC(C)(C)C)cn1. Starting materials: FC1=CC=C(C=C1)[C@@H]1CC[C@H](N1S(=O)(=O)C1=CC=C(C=C1)C)CCCO ((2S,5S)-3-[5-(4-fluoro-phenyl)-1-(toluene-4-sulfonyl)-pyrrolidin-2-yl]-propan-1-ol), C(Cl)(Cl)Cl (chloroform). The product is FC1=CC=C(C=C1)[C@@H]1N([C@@H](CC1)CCCOC)S(=O)(=O)C1=CC=C(C=C1)C ((2R,5S)-2-(4-Fluoro-phenyl)-5-(3-methoxy-propyl)-1-(toluene-4-sulfonyl)-pyrrolidine). As a reaction SMILES: [F:1][C:2]1[CH:7]=[CH:6][C:5]([C@H:8]2[N:12]([S:13]([C:16]3[CH:21]=[CH:20][C:19]([CH3:22])=[CH:18][CH:17]=3)(=[O:15])=[O:14])[C@H:11]([CH2:23][CH2:24][CH2:25][OH:26])[CH2:10][CH2:9]2)=[CH:4][CH:3]=1.[CH:27](Cl)(Cl)Cl>>[F:1][C:2]1[CH:3]=[CH:4][C:5]([C@H:8]2[CH2:9][CH2:10][C@@H:11]([CH2:23][CH2:24][CH2:25][O:26][CH3:27])[N:12]2[S:13]([C:16]2[CH:17]=[CH:18][C:19]([CH3:22])=[CH:20][CH:21]=2)(=[O:15])=[O:14])=[CH:6][CH:7]=1. Reported procedure: The title compound, colorless oil, MS: m/e=392.1 (M+H+) and [α]D20=−82.7° (c=0.2682 in chloroform), was prepared in accordance with the general method of example 8 from (2S,5S)-3-[5-(4-fluoro-phenyl)-1-(toluene-4-sulfonyl)-pyrrolidin-2-yl]-propan-1-ol. Reactants: BrCCCCl (1-bromo-3-chloropropane), CN1C(NN=C1C1=CC=C(C=C1)C(F)(F)F)=S (4-methyl-5-[4-(trifluoromethyl)phenyl]-2,4-dihydro-3H-1,2,4-triazole-3-thione), C(C)(=O)O (Acetic acid). Run in C(C)O (ethanol). Conditions: temperature 90 celsius. Product: ClCCCSC1=NN=C(N1C)C1=CC=C(C=C1)C(F)(F)F (3-[(3-Chloropropyl)thio]-4-methyl-5-[4-(trifluoromethyl)phenyl]-4H-1,2,4-triazole). Reaction SMILES: [CH3:1][N:2]1[C:6]([C:7]2[CH:12]=[CH:11][C:10]([C:13]([F:16])([F:15])[F:14])=[CH:9][CH:8]=2)=[N:5][NH:4][C:3]1=[S:17].Br[CH2:19][CH2:20][CH2:21][Cl:22].C(O)(=O)C>C(O)C>[Cl:22][CH2:21][CH2:20][CH2:19][S:17][C:3]1[N:2]([CH3:1])[C:6]([C:7]2[CH:8]=[CH:9][C:10]([C:13]([F:14])([F:15])[F:16])=[CH:11][CH:12]=2)=[N:5][N:4]=1. Procedure: To 4-methyl-5-[4-(trifluoromethyl)phenyl]-2,4-dihydro-3H-1,2,4-triazole-3-thione (0.4 g, preparation reported in WO 02/40471) in ethanol (6 ml) sodium ethanolate (0.63 ml) was carefully added with stirring followed by 1-bromo-3-chloropropane (0.23 ml). The mixture was heated at 90° C. for 1 h. Acetic acid was added at room temperature until pH=4. After elimination of the solvent under reduced pressure the residue was partitioned between aqueous NaHCO3 (saturated) and DCM. The organic layer was c... The reactants are [Br-], BrCCOC1CCCCO1, CCCC[N+](CCCC)(CCCC)CCCC, [Na+], CC1(CO)CCCN(CC2COc3ccccc3O2)C1, [OH-], O. As a reaction SMILES: [Br-:33].[Br:23][CH2:24][CH2:25][O:26][CH:27]1[O:28][CH2:29][CH2:30][CH2:31][CH2:32]1.[CH3:34][CH2:35][CH2:36][CH2:37][N+:38]([CH2:39][CH2:40][CH2:41][CH3:42])([CH2:43][CH2:44][CH2:45][CH3:46])[CH2:47][CH2:48][CH2:49][CH3:50].[Na+:22].[O:1]1[CH:2]([CH2:11][N:12]2[CH2:13][C:14]([CH3:18])([CH2:19][OH:20])[CH2:15][CH2:16][CH2:17]2)[CH2:3][O:4][c:5]2[c:6]1[cH:7][cH:8][cH:9][cH:10]2.[OH-:21].[OH2:51]>>[O:1]1[CH:2]([CH2:11][N:12]2[CH2:13][C:14]([CH3:18])([CH2:19][O:20][CH2:24][CH2:25][O:26][CH:27]3[O:28][CH2:29][CH2:30][CH2:31][CH2:32]3)[CH2:15][CH2:16][CH2:17]2)[CH2:3][O:4][c:5]2[c:6]1[cH:7][cH:8][cH:9][cH:10]2. The product is CC1(COCCOC2CCCCO2)CCCN(CC2COc3ccccc3O2)C1. Starting materials: C(#N)C=1C(=NC=C(C1)C1=CC=[N+](C=C1)[O-])N1CCOCC1 (3-Cyano-2-morpholino-5,4'-bipyridine-1'-oxide), CS(=O)(=O)O (methanesulfonic acid). Solvent: CC(=O)C (acetone). The product is CS(=O)(=O)O.C(#N)C=1C(=NC=C(C1)C1=CC=[N+](C=C1)[O-])N1CCOCC1 (3-Cyano-2-morpholino-5,4'-bipyridine-1'-oxide methane sulfonate). Reaction SMILES: [C:1]([C:3]1[C:4]([N:16]2[CH2:21][CH2:20][O:19][CH2:18][CH2:17]2)=[N:5][CH:6]=[C:7]([C:9]2[CH:14]=[CH:13][N+:12]([O-:15])=[CH:11][CH:10]=2)[CH:8]=1)#[N:2].[CH3:22][S:23]([OH:26])(=[O:25])=[O:24]>CC(C)=O>[CH3:22][S:23]([OH:26])(=[O:25])=[O:24].[C:1]([C:3]1[C:4]([N:16]2[CH2:21][CH2:20][O:19][CH2:18][CH2:17]2)=[N:5][CH:6]=[C:7]([C:9]2[CH:10]=[CH:11][N+:12]([O-:15])=[CH:13][CH:14]=2)[CH:8]=1)#[N:2] |f:3.4|. Procedure: 0.3 g 3-Cyano-2-morpholino-5,4'-bipyridine-1'-oxide is dissolved in acetone with heating. The solution is allowed to cool, then treated with 0.1 ml methanesulfonic acid and concentrated under vacuum in the rotary evaporator. The oily residue is dissolved in acetone. The resulting solution is mixed with ether until crystallization, then is cooled and filtered with suction. The material filtered out is washed with acetone and ether and dried. Yield: 0.3 g (74.0% of the theoretical yield), the melt... Starting materials: ester, ClC=1C(=NC2=CC=C(C=C2N1)C(=O)OC)C1=CC=CC=C1 (methyl 3-chloro-2-phenylquinoxaline-6-carboxylate), C1=C(C=CC2=CC=CC=C12)B(O)O (naphthalen-2-yl boronic acid). The product is C1=C(C=CC2=CC=CC=C12)C=1C(=NC2=CC=C(C=C2N1)C(=O)OC)C1=CC=CC=C1 (methyl 3-(naphthalen-2-yl)-2-phenylquinoxaline-6-carboxylate). The yield is 46.7%. RXN SMILES: Cl[C:2]1[C:3]([C:16]2[CH:21]=[CH:20][CH:19]=[CH:18][CH:17]=2)=[N:4][C:5]2[C:10]([N:11]=1)=[CH:9][C:8]([C:12]([O:14][CH3:15])=[O:13])=[CH:7][CH:6]=2.[CH:22]1[C:31]2[C:26](=[CH:27][CH:28]=[CH:29][CH:30]=2)[CH:25]=[CH:24][C:23]=1B(O)O>>[CH:30]1[C:31]2[C:26](=[CH:25][CH:24]=[CH:23][CH:22]=2)[CH:27]=[CH:28][C:29]=1[C:2]1[C:3]([C:16]2[CH:21]=[CH:20][CH:19]=[CH:18][CH:17]=2)=[N:4][C:5]2[C:10]([N:11]=1)=[CH:9][C:8]([C:12]([O:14][CH3:15])=[O:13])=[CH:7][CH:6]=2. Procedure details: The ester product was obtained via a Suzuki coupling reaction using the method previously shown in Example 13, Step 6, with methyl 3-chloro-2-phenylquinoxaline-6-carboxylate (100 mg, 0.34 mmol, 1.00 equiv) and naphthalen-2-yl boronic acid (63 mg, 0.37 mmol, 1.10 equiv). Purification via silica gel column (ethyl acetate/petroleum ether (1:20)) yielded 62 mg (47%) of methyl 3-(naphthalen-2-yl)-2-phenylquinoxaline-6-carboxylate as a yellow solid. Starting materials: O=C(O)c1cc2cc(F)cc(Br)c2o1, O=C([O-])O, CCI, CN(C)C=O, [Na+]. Yields the product CCOC(=O)c1cc2cc(F)cc(Br)c2o1. As a reaction SMILES: [Br:4][c:5]1[cH:6][c:7]([F:17])[cH:8][c:9]2[cH:10][c:11]([C:14](=[O:15])[OH:16])[o:12][c:13]12.[C:18](=[O:19])([OH:20])[O-:21].[CH2:1]([CH3:2])[I:3].[CH3:23][N:24]([CH3:25])[CH:26]=[O:27].[Na+:22]>>[CH2:1]([CH3:2])[O:16][C:14]([c:11]1[cH:10][c:9]2[cH:8][c:7]([F:17])[cH:6][c:5]([Br:4])[c:13]2[o:12]1)=[O:15]. The reactants are N(=[N+]=[N-])C=1NC(=C(N1)Cl)C(=O)NCC1=C(C(=C(C=C1)Br)OC1=CC(=CC(=C1)C#N)Cl)F (2-azido-N-({4-bromo-3-[(3-chloro-5-cyanophenyl)oxy]-2-fluorophenyl}methyl)-4-chloro-1H-imidazole-5-carboxamide). The reagents and catalysts are [Pd].CC(=O)[O-].CC(=O)[O-].[Pb+2] (Lindlar Catalyst). Solvent: C(C)(=O)OCC (ethyl acetate). Run at time 7 hour. Yields the product NC=1NC(=C(N1)Cl)C(=O)NCC1=C(C(=C(C=C1)Br)OC1=CC(=CC(=C1)C#N)Cl)F (2-amino-N-({4-bromo-3-[(3-chloro-5-cyanophenyl)oxy]-2-fluorophenyl}methyl)-4-chloro-1H-imidazole-5-carboxamide). The yield is 44.7%. RXN SMILES: [N:1]([C:4]1[NH:5][C:6]([C:10]([NH:12][CH2:13][C:14]2[CH:19]=[CH:18][C:17]([Br:20])=[C:16]([O:21][C:22]3[CH:27]=[C:26]([C:28]#[N:29])[CH:25]=[C:24]([Cl:30])[CH:23]=3)[C:15]=2[F:31])=[O:11])=[C:7]([Cl:9])[N:8]=1)=[N+]=[N-]>[Pd].CC([O-])=O.CC([O-])=O.[Pb+2].C(OCC)(=O)C>[NH2:1][C:4]1[NH:5][C:6]([C:10]([NH:12][CH2:13][C:14]2[CH:19]=[CH:18][C:17]([Br:20])=[C:16]([O:21][C:22]3[CH:27]=[C:26]([C:28]#[N:29])[CH:25]=[C:24]([Cl:30])[CH:23]=3)[C:15]=2[F:31])=[O:11])=[C:7]([Cl:9])[N:8]=1 |f:1.2.3.4|. Procedure: Lindlar Catalyst (0.167 g, 0.078 mmol) was added to a suspension of 2-azido-N-({4-bromo-3-[(3-chloro-5-cyanophenyl)oxy]-2-fluorophenyl}methyl)-4-chloro-1H-imidazole-5-carboxamide (0.824 g, 1.569 mmol) in ethyl acetate (30 mL) in a pressure vessel. The vessel was evacuated and flushed with nitrogen, then evacuated and filled with hydrogen (50 psi). The reaction mixture was stirred for 7 h, then filtered through celite. The filtrate was evaporated to dryness and the residue was triturated with eth... RXN SMILES: [Cl:1][C:2]1[CH:7]=[CH:6][C:5]([S:8]([NH:11][C@H:12]2[CH2:16][CH2:15][CH2:14][C@H:13]2[C:17]([NH2:19])=[O:18])(=[O:10])=[O:9])=[CH:4][CH:3]=1.Br[CH2:21][C:22]1[CH:27]=[CH:26][C:25]([C:28]([F:31])([F:30])[F:29])=[CH:24][CH:23]=1>>[Cl:1][C:2]1[CH:7]=[CH:6][C:5]([S:8]([N:11]([CH2:21][C:22]2[CH:23]=[CH:24][C:25]([C:28]([F:29])([F:30])[F:31])=[CH:26][CH:27]=2)[C@H:12]2[CH2:16][CH2:15][CH2:14][C@H:13]2[C:17]([NH2:19])=[O:18])(=[O:9])=[O:10])=[CH:4][CH:3]=1. Yields the product ClC1=CC=C(C=C1)S(=O)(=O)N([C@@H]1[C@@H](CCC1)C(=O)N)CC1=CC=C(C=C1)C(F)(F)F (cis-2-[(4-Chlorobenzenesulfonyl)-(4-trifluoromethyl-benzyl)-amino]-cyclopentanecarboxylic acid amide). Reactants: ClC1=CC=C(C=C1)S(=O)(=O)N[C@@H]1[C@@H](CCC1)C(=O)N (cis-2-(4-chlorobenzenesulfonylamino)-cyclopentanecarboxylic acid amide), BrCC1=CC=C(C=C1)C(F)(F)F (1-bromomethyl-4-trifluoromethyl-benzene). Yield: 50.0%. Reported procedure: The titled compound (191 mg) was prepared in 50% yield from cis-2-(4-chlorobenzenesulfonylamino)-cyclopentanecarboxylic acid amide (250 mg, 0.83 mmol) and 1-bromomethyl-4-trifluoromethyl-benzene according to the N-alkylation procedure described in Example 11: 1 H NMR (DMSO-d6) δ 7.73 (d, 2 H, J=8.0 Hz), 7.56 (m, 4 H), 7.41 (d, 2 H, J=8.0 Hz), 7.08 (s br, 1 H), 6.77 (s br, 1 H), 4.66 (AB2,2 H,Δv=20,Jab=24 Hz), 4.37 (m, 1 H), 2.85 (m, 1 H), 1.76 (m, 4 H), 1.51 (m, 2 H); MS m/e 460.98 (M+H)+. Starting materials: ClC1=CC=C(C=2C(C3=C(C=CC(=C3C(C12)=O)OCC1=CC=CC=C1)OCC1=CC=CC=C1)=O)Cl (1,4-dichloro-5,8-bis(phenylmethoxy)-9,10-anthracenedione), NCCNN ((2-aminoethyl)hydrazine). Yields the product NCCN1N=C2C3=C1C=CC(=C3C(C3=C(C=CC(=C32)OCC3=CC=CC=C3)OCC3=CC=CC=C3)=O)Cl (2-(2-Aminoethyl)-5-chloro-7,10-bis(phenylmethoxy)anthra[1,9-cd]pyrazol-6(2H)-one). RXN SMILES: [Cl:1][C:2]1[C:15]2[C:14](=[O:16])[C:13]3[C:8](=[C:9]([O:25][CH2:26][C:27]4[CH:32]=[CH:31][CH:30]=[CH:29][CH:28]=4)[CH:10]=[CH:11][C:12]=3[O:17][CH2:18][C:19]3[CH:24]=[CH:23][CH:22]=[CH:21][CH:20]=3)[C:7](=O)[C:6]=2[C:5](Cl)=[CH:4][CH:3]=1.[NH2:35][CH2:36][CH2:37][NH:38][NH2:39]>>[NH2:35][CH2:36][CH2:37][N:38]1[C:5]2[CH:4]=[CH:3][C:2]([Cl:1])=[C:15]3[C:14](=[O:16])[C:13]4[C:8]([C:7]([C:6]=23)=[N:39]1)=[C:9]([O:25][CH2:26][C:27]1[CH:28]=[CH:29][CH:30]=[CH:31][CH:32]=1)[CH:10]=[CH:11][C:12]=4[O:17][CH2:18][C:19]1[CH:20]=[CH:21][CH:22]=[CH:23][CH:24]=1. Procedure details: 2-(2-Aminoethyl)-5-chloro-7,10-bis(phenylmethoxy)anthra[1,9-cd]pyrazol-6(2H)-one is prepared from 1,4-dichloro-5,8-bis(phenylmethoxy)-9,10-anthracenedione and (2-aminoethyl)hydrazine as described in Example 54 to give the product; mp 176°-178° C.